From a dataset of the Open Reaction Database (ORD), a public repository of structured organic reaction records. describe an organic reaction: reactants, conditions, products, and yield Reactants: ClC1=C(C=O)C=CC(=C1)Cl (2,4-dichlorobenzaldehyde), CC(C)(C)[N+](=O)[O-] (1,1-dimethylnitroethane), C(C)(=O)O (acetic acid). Reagents/catalysts: [Zn] (zinc). The solvent is C(C)O (ethanol). Yields the product ClC1=C(C=CC(=C1)Cl)C=[N+]([O-])C(C)(C)C (α-(2,4-dichlorophenyl)-N-t-butylnitrone). RXN SMILES: [Cl:1][C:2]1[CH:9]=[C:8]([Cl:10])[CH:7]=[CH:6][C:3]=1[CH:4]=O.[CH3:11][C:12]([N+:15]([O-])=[O:16])([CH3:14])[CH3:13].C(O)(=O)C>C(O)C.[Zn]>[Cl:1][C:2]1[CH:9]=[C:8]([Cl:10])[CH:7]=[CH:6][C:3]=1[CH:4]=[N+:15]([C:12]([CH3:14])([CH3:13])[CH3:11])[O-:16]. Reported procedure: To a suspension of 2,4-dichlorobenzaldehyde (462.1 mg, 2.64 mmol), 1,1-dimethylnitroethane (543.1 mg, 5.27 mmol) and zinc (514.8 mg, 7.88 mmol) in ethanol (3.0 ml) was added acetic acid (944.8 mg, 15.7 mmol) dropwise at 5° C. while stirring. The mixture was stirred at room temperature for one day. Zinc acetate was filtered off and the filtrate was concentrated and purified by silica gel chromatography (hexane/ethyl acetate=5/1). The reactants are O.C1(=CC=C(C=C1)S(=O)(=O)N1[C@H](C(=O)O)CCC1)C (N-(Toluene4-sulfonyl)-L-proline hydrate), methyl ester, [Li+].[OH-] (LiOH), Cl.COC([C@@H](N)C(C(=O)O)C(C)(C)C)=O (β-tert-butyl L-aspartic acid methyl ester hydrochloride). Run in C1CCOC1.O (THF water). Yields the product C(C)(C)(C)OC(C[C@H](NC([C@H]1N(CCC1)S(=O)(=O)C1=CC=C(C=C1)C)=O)C(=O)O)=O (N-(Toluene-4-sulfonyl)-L-prolyl-L-aspartic Acid 4-tert-Butyl Ester). Reaction SMILES: O.[C:2]1([CH3:19])[CH:7]=[CH:6][C:5]([S:8]([N:11]2[CH2:18][CH2:17][CH2:16][C@H:12]2[C:13]([OH:15])=O)(=[O:10])=[O:9])=[CH:4][CH:3]=1.Cl.C[O:22][C:23](=[O:34])[C@H:24]([CH:26](C(C)(C)C)[C:27]([OH:29])=[O:28])[NH2:25].[Li+].[OH-]>C1COCC1.O>[C:2]([O:29][C:27](=[O:28])[CH2:26][C@@H:24]([C:23]([OH:22])=[O:34])[NH:25][C:13](=[O:15])[C@@H:12]1[CH2:16][CH2:17][CH2:18][N:11]1[S:8]([C:5]1[CH:4]=[CH:3][C:2]([CH3:19])=[CH:7][CH:6]=1)(=[O:9])=[O:10])([CH3:19])([CH3:7])[CH3:3] |f:0.1,2.3,4.5,6.7|. Procedure details: N-(Toluene4-sulfonyl)-L-proline hydrate was coupled to β-tert-butyl L-aspartic acid methyl ester hydrochloride using the procedure described in Method 3. The title compound was prepared, via hydrolysis of the methyl ester using LiOH in THF/water, as a solid, mp=153-155° C. Starting materials: CCC1c2nccnc2CCN1C(=O)Oc1ccccc1, CC(C)(C)[O-], [K+], C1CCOC1. Yields the product CCC1c2nccnc2CCN1C(=O)OC(C)(C)C. As a reaction SMILES: [CH2:7]([CH3:8])[CH:9]1[N:10]([C:19](=[O:20])[O:21][c:22]2[cH:23][cH:24][cH:25][cH:26][cH:27]2)[CH2:11][CH2:12][c:13]2[c:14]1[n:15][cH:16][cH:17][n:18]2.[CH3:1][C:2]([CH3:3])([O-:4])[CH3:5].[K+:6].[O:28]1[CH2:29][CH2:30][CH2:31][CH2:32]1>>[CH3:1][C:2]([CH3:3])([O:4][C:19]([N:10]1[CH:9]([CH2:7][CH3:8])[c:14]2[c:13]([n:18][cH:17][cH:16][n:15]2)[CH2:12][CH2:11]1)=[O:20])[CH3:5]. The reactants are COc1cc(CC2CCC(O)(C(C)O)CC2C(=O)OCc2ccccc2)c(OC)c2ccccc12, CC(=O)OC(C)=O, CC(=O)[O-], CN(C)c1ccncc1, c1ccncc1. The product is COc1c2c(c(OC)c3ccccc13)C(=O)C1CC(O)(C(C)O)CCC1C2. As a reaction SMILES: [CH3:1][O:2][c:3]1[cH:4][c:5]([CH2:15][CH:16]2[CH:17]([C:26]([O:28][CH2:27][c:29]3[cH:30][cH:31][cH:32][cH:33][cH:34]3)=[O:35])[CH2:18][C:19]([OH:22])([CH:23]([CH3:24])[OH:25])[CH2:20][CH2:21]2)[c:6]([O:13][CH3:14])[c:7]2[cH:8][cH:9][cH:10][cH:11][c:12]12.[CH3:36][C:37]([O:38][C:39](=[O:40])[CH3:41])=[O:42].[CH3:43][C:44](=[O:45])[O-:46].[CH3:47][N:48]([CH3:49])[c:50]1[cH:51][cH:52][n:53][cH:54][cH:55]1.[cH:56]1[cH:57][cH:58][n:59][cH:60][cH:61]1>>[CH3:1][O:2][c:3]1[c:4]2[c:5]([c:6]([O:13][CH3:14])[c:7]3[cH:8][cH:9][cH:10][cH:11][c:12]13)[CH2:15][CH:16]1[CH:17]([CH2:18][C:19]([OH:22])([CH:23]([CH3:24])[OH:25])[CH2:20][CH2:21]1)[C:26]2=[O:28]. Starting materials: COC(=O)N1C(CC(CC1)C(=O)O)C1=CC=CC=C1 (1-(Methoxycarbonyl)-2-phenylpiperidine-4-carboxylic acid), COC(=O)N1C(CC(CC1)C(=O)O)C1=CC=CC=C1 (1-(Methoxycarbonyl)-2-phenylpiperidine-4-carboxylic acid), C(C)OC(CC(=O)[O-])=O.[K+] (potassium 3-ethoxy-3-oxopropanoate), N1(C=NC=C1)C(=O)N1C=NC=C1 (di(1H-imidazol-1-yl)methanone), [Cl-].[Mg+2].[Cl-] (magnesium chloride), Cl (HCl), C(C)OC(CC(=O)[O-])=O.[K+] (potassium 3-ethoxy-3-oxopropanoate), [Cl-].[Mg+2].[Cl-] (magnesium chloride). Solvent: CN1C(CNC2=C1C(=O)N=C(N2)N)CNC3=CC=C(C=C3)C(=O)NC(CCC(=O)O)C(=O)O (methyl THF), CN1C(CNC2=C1C(=O)N=C(N2)N)CNC3=CC=C(C=C3)C(=O)NC(CCC(=O)O)C(=O)O (methyl THF), CN1C(CNC2=C1C(=O)N=C(N2)N)CNC3=CC=C(C=C3)C(=O)NC(CCC(=O)O)C(=O)O (methyl THF), CC(C)(C)OC (MTBE). Reaction conditions: time 8 hour. Yields the product C(C)OC(CC(=O)[C@H]1C[C@@H](N(CC1)C(=O)OC)C1=CC=CC=C1)=O (trans-methyl 4-(3-ethoxy-3-oxopropanoyl)-2-phenylpiperidine-1-carboxylate), C(C)OC(CC(=O)[C@@H]1C[C@@H](N(CC1)C(=O)OC)C1=CC=CC=C1)=O (cis-methyl 4-(3-ethoxy-3-oxopropanoyl)-2-phenylpiperidine-1-carboxylate). The yield is 62.0%. Reaction SMILES: [CH3:1][O:2][C:3]([N:5]1[CH2:10][CH2:9][CH:8]([C:11]([OH:13])=O)[CH2:7][CH:6]1[C:14]1[CH:19]=[CH:18][CH:17]=[CH:16][CH:15]=1)=[O:4].N1(C(N2C=CN=C2)=O)C=CN=C1.[CH2:32]([O:34][C:35](=[O:40])[CH2:36][C:37]([O-:39])=O)[CH3:33].[K+].[Cl-].[Mg+2].[Cl-].Cl>CN1C2C(N=C(N)NC=2NCC1CNC1C=CC(C(NC(C(O)=O)CCC(O)=O)=O)=CC=1)=O.CC(OC)(C)C>[CH2:32]([O:34][C:35](=[O:40])[CH2:36][C:11]([C@@H:8]1[CH2:9][CH2:10][N:5]([C:3]([O:2][CH3:1])=[O:4])[C@@H:6]([C:14]2[CH:19]=[CH:18][CH:17]=[CH:16][CH:15]=2)[CH2:7]1)=[O:13])[CH3:33].[CH2:32]([O:34][C:35](=[O:40])[CH2:36][C:37]([C@H:8]1[CH2:9][CH2:10][N:5]([C:3]([O:2][CH3:1])=[O:4])[C@@H:6]([C:14]2[CH:19]=[CH:18][CH:17]=[CH:16][CH:15]=2)[CH2:7]1)=[O:39])[CH3:33] |f:2.3,4.5.6|. Procedure: 1-(Methoxycarbonyl)-2-phenylpiperidine-4-carboxylic acid (5.133 g, 19.50 mmol) (reference compound 34) was dissolved in methyl THF (90 mL) and di(1H-imidazol-1-yl)methanone (4.74 g, 29.24 mmol) was added. The suspension was stirred at room temperature under nitrogen overnight (flask 1). In a separate flask potassium 3-ethoxy-3-oxopropanoate (5.97 g, 35.09 mmol) was suspended in methyl THF (90 mL) and magnesium chloride (3.34 g, 35.09 mmol) was added. The suspension was stirred at room temperatur... Reactants: CO, [H][H], CC(Oc1ccc([N+](=O)[O-])cn1)C(F)(F)F. Product: CC(Oc1ccc(N)cn1)C(F)(F)F. As a reaction SMILES: [CH3:19][OH:20].[H:17][H:18].[N+:1]([O-:2])(=[O:3])[c:4]1[cH:5][cH:6][c:7]([O:10][CH:11]([C:12]([F:13])([F:14])[F:15])[CH3:16])[n:8][cH:9]1>>[NH2:1][c:4]1[cH:5][cH:6][c:7]([O:10][CH:11]([C:12]([F:13])([F:14])[F:15])[CH3:16])[n:8][cH:9]1. Starting materials: O=C(OOC(=O)c1ccccc1)c1ccccc1, O=C([O-])[O-], CCOC(=O)c1c(OC)cc(-c2cnc(OC)c(OC)c2)nc1C, ClC(Cl)(Cl)Cl, [K+], [K+], O=C1CCC(=O)N1Br. Product: CCOC(=O)c1c(OC)cc(-c2cnc(OC)c(OC)c2)nc1CBr. RXN SMILES: [C:33]([O:34][O:35][C:36](=[O:37])[c:38]1[cH:39][cH:40][cH:41][cH:42][cH:43]1)(=[O:44])[c:45]1[cH:46][cH:47][cH:48][cH:49][cH:50]1.[C:51](=[O:52])([O-:53])[O-:54].[CH3:1][O:2][c:3]1[cH:4][c:5](-[c:15]2[cH:16][n:17][c:18]([O:23][CH3:24])[c:19]([O:21][CH3:22])[cH:20]2)[n:6][c:7]([CH3:14])[c:8]1[C:9](=[O:10])[O:11][CH2:12][CH3:13].[Cl:57][C:58]([Cl:59])([Cl:60])[Cl:61].[K+:55].[K+:56].[O:25]=[C:26]1[N:27]([Br:32])[C:28](=[O:29])[CH2:30][CH2:31]1>>[CH3:1][O:2][c:3]1[cH:4][c:5](-[c:15]2[cH:16][n:17][c:18]([O:23][CH3:24])[c:19]([O:21][CH3:22])[cH:20]2)[n:6][c:7]([CH2:14][Br:32])[c:8]1[C:9](=[O:10])[O:11][CH2:12][CH3:13].